Dataset: the Open Reaction Database (ORD), a public repository of structured organic reaction records. Task: describe an organic reaction: reactants, conditions, products, and yield The reactants are CC1=C(N)C=CC(=C1)NC(C)=O (2-Methyl-4-acetamidoaniline), ClC1=NCCC1 (2-chloro-1-pyrroline). Run in C1(=CC=CC=C1)C (toluene). Reaction conditions: time 4 hour. Product: CC1=C(C=CC(=C1)NC(C)=O)NC1=NCCC1 (2-[(2-Methyl-4-acetamidophenyl)amino]-1-pyrroline). Reaction SMILES: [CH3:1][C:2]1[CH:8]=[C:7]([NH:9][C:10](=[O:12])[CH3:11])[CH:6]=[CH:5][C:3]=1[NH2:4].Cl[C:14]1[CH2:18][CH2:17][CH2:16][N:15]=1>C1(C)C=CC=CC=1>[CH3:1][C:2]1[CH:8]=[C:7]([NH:9][C:10](=[O:12])[CH3:11])[CH:6]=[CH:5][C:3]=1[NH:4][C:14]1[CH2:18][CH2:17][CH2:16][N:15]=1. Procedure: The product aniline of Example 32 was added to a solution of 2-chloro-1-pyrroline, prepared by the method of Example 1 using toluene, and the mixture was stirred for four hours at reflux. The solvent was removed by decanting and the residual solid was dissolved in water. The acidic solution (ca. pH 1.5) was washed with ethyl acetate and then made strongly basic (ca. pH 13) with aqueous sodium hydroxide. The crude product compound was immediately extracted into ethyl acetate. The extract was filt... Starting materials: aryl iodide, IC1=CC=C(C=C1)Br (1-iodo-4-bromobenzene), N1CCCC1 (pyrrolidine), CC(C)([O-])C.[Na+] (sodium tert-butoxide). The reagents and catalysts are C=1C=CC(=CC1)/C=C/C(=O)/C=C/C2=CC=CC=C2.C=1C=CC(=CC1)/C=C/C(=O)/C=C/C2=CC=CC=C2.C=1C=CC(=CC1)/C=C/C(=O)/C=C/C2=CC=CC=C2.[Pd].[Pd] (Pd2(dba)3), C=1C=CC(=CC1)P(C=2C=CC=CC2)C3=CC=C4C=CC=CC4=C3C5=C6C=CC=CC6=CC=C5P(C=7C=CC=CC7)C=8C=CC=CC8 (BINAP). Solvent: C1(=CC=CC=C1)C (toluene). The product is BrC1=CC=C(C=C1)N1CCCC1 (1-(4-Bromo-phenyl)-pyrrolidine). Yield: 76.5%. RXN SMILES: CC(C)([O-])C.[Na+].I[C:8]1[CH:13]=[CH:12][C:11]([Br:14])=[CH:10][CH:9]=1.[NH:15]1[CH2:19][CH2:18][CH2:17][CH2:16]1>C1C=CC(/C=C/C(/C=C/C2C=CC=CC=2)=O)=CC=1.C1C=CC(/C=C/C(/C=C/C2C=CC=CC=2)=O)=CC=1.C1C=CC(/C=C/C(/C=C/C2C=CC=CC=2)=O)=CC=1.[Pd].[Pd].C1C=CC(P(C2C(C3C(P(C4C=CC=CC=4)C4C=CC=CC=4)=CC=C4C=3C=CC=C4)=C3C(C=CC=C3)=CC=2)C2C=CC=CC=2)=CC=1.C1(C)C=CC=CC=1>[Br:14][C:11]1[CH:12]=[CH:13][C:8]([N:15]2[CH2:19][CH2:18][CH2:17][CH2:16]2)=[CH:9][CH:10]=1 |f:0.1,4.5.6.7.8|. Reported procedure: A oven-dried 50 mL of round bottom flask is charged with Pd2(dba)3 (116 mg, 0.13 mmol), BINAP (158 mg, 0.25 mmol), and sodium tert-butoxide (916 mg, 9.54 mmol). The flask is evacuated and backfilled with argon. Degassed toluene (5 mL), 1-iodo-4-bromobenzene (1.8 g, 6.36 mmol), pyrrolidine (542 mg, 7.63 mmol) are then added. The mixture is heated at 80° C. until the starting aryl iodide is completed consumed judged by LC-MS analysis. The mixture is diluted with ethyl acetate, filtered through Cel...